From a dataset of the Open Reaction Database (ORD), a public repository of structured organic reaction records. describe an organic reaction: reactants, conditions, products, and yield Reactants: Cl.O1CCOC12CCC(CC2)N2CCOCC2 (4-(1,4-dioxa-spiro[4.5]dec-8-yl)-morpholine hydrochloride), Cl (HCl), C(=O)(O)[O-].[Na+] (NaHCO3). Run in C1CCOC1 (THF). Conditions: temperature 80 celsius. Product: N1(CCOCC1)C1CCC(CC1)=O (4-Morpholin-4-yl-cyclohexanone). Isolated yield 47.0%. RXN SMILES: Cl.O1[C:6]2([CH2:11][CH2:10][CH:9]([N:12]3[CH2:17][CH2:16][O:15][CH2:14][CH2:13]3)[CH2:8][CH2:7]2)[O:5]CC1.Cl.C([O-])(O)=O.[Na+]>C1COCC1>[N:12]1([CH:9]2[CH2:8][CH2:7][C:6](=[O:5])[CH2:11][CH2:10]2)[CH2:13][CH2:14][O:15][CH2:16][CH2:17]1 |f:0.1,3.4|. Reported procedure: A suspension of 4-(1,4-dioxa-spiro[4.5]dec-8-yl)-morpholine hydrochloride (6.79 g, 25.7 mmol, as prepared in the previous step) in THF (100 mL) was treated with HCl (38.6 mL, 77.2 mmol, 2M aq) and heated to 80° C. for 4 h. The cooled mixture was treated with satd aq NaHCO3 to pH 7 and extracted with ether (3×250 mL). The combined organic layers were dried over MgSO4 and concentrated in vacuo to afford the title compound (2.22 g, 47%) as a colorless oil. 1H-NMR (CDCl3; 400 MHz): δ 3.78-3.72 (m, 4... Reactants: CCOC(=O)N1CCN(c2cn(Cc3ccccc3)c3cc(OC)ccc3c2=O)CC1, CCO, [K+], [OH-]. Product: COc1ccc2c(=O)c(N3CCNCC3)cn(Cc3ccccc3)c2c1. As a reaction SMILES: [CH2:1]([c:2]1[cH:3][cH:4][cH:5][cH:6][cH:7]1)[n:8]1[cH:9][c:10]([N:21]2[CH2:22][CH2:23][N:24]([C:27]([O:28][CH2:29][CH3:30])=[O:31])[CH2:25][CH2:26]2)[c:11](=[O:20])[c:12]2[cH:13][cH:14][c:15]([O:18][CH3:19])[cH:16][c:17]12.[CH3:34][CH2:35][OH:36].[K+:33].[OH-:32]>>[CH2:1]([c:2]1[cH:3][cH:4][cH:5][cH:6][cH:7]1)[n:8]1[cH:9][c:10]([N:21]2[CH2:22][CH2:23][NH:24][CH2:25][CH2:26]2)[c:11](=[O:20])[c:12]2[cH:13][cH:14][c:15]([O:18][CH3:19])[cH:16][c:17]12.